This data is from the Open Reaction Database (ORD), a public repository of structured organic reaction records. The task is: describe an organic reaction: reactants, conditions, products, and yield The reactants are COC(=O)CCNC(=O)c1ccc(O)cc1, Cc1ccccc1, OC(CC1CCCCC1)c1ccc(-c2ccc(C(F)(F)F)cc2)cc1, O=C(N=NC(=O)N1CCCCC1)N1CCCCC1, c1ccc(P(c2ccccc2)c2ccccc2)cc1. Yields the product COC(=O)CCNC(=O)c1ccc(OC(CC2CCCCC2)c2ccc(-c3ccc(C(F)(F)F)cc3)cc2)cc1. Reaction SMILES: [CH3:26][O:27][C:28]([CH2:29][CH2:30][NH:31][C:32]([c:33]1[cH:34][cH:35][c:36]([OH:39])[cH:37][cH:38]1)=[O:40])=[O:41].[CH3:79][c:80]1[cH:81][cH:82][cH:83][cH:84][cH:85]1.[CH:1]1([CH2:7][CH:8]([OH:9])[c:10]2[cH:11][cH:12][c:13](-[c:16]3[cH:17][cH:18][c:19]([C:22]([F:23])([F:24])[F:25])[cH:20][cH:21]3)[cH:14][cH:15]2)[CH2:2][CH2:3][CH2:4][CH2:5][CH2:6]1.[N:61]([C:62]([N:63]1[CH2:64][CH2:65][CH2:66][CH2:67][CH2:68]1)=[O:69])=[N:70][C:71]([N:72]1[CH2:73][CH2:74][CH2:75][CH2:76][CH2:77]1)=[O:78].[c:42]1([P:43]([c:44]2[cH:45][cH:46][cH:47][cH:48][cH:49]2)[c:50]2[cH:51][cH:52][cH:53][cH:54][cH:55]2)[cH:56][cH:57][cH:58][cH:59][cH:60]1>>[CH:1]1([CH2:7][CH:8]([O:9][c:36]2[cH:35][cH:34][c:33]([C:32]([NH:31][CH2:30][CH2:29][C:28]([O:27][CH3:26])=[O:41])=[O:40])[cH:38][cH:37]2)[c:10]2[cH:11][cH:12][c:13](-[c:16]3[cH:17][cH:18][c:19]([C:22]([F:23])([F:24])[F:25])[cH:20][cH:21]3)[cH:14][cH:15]2)[CH2:2][CH2:3][CH2:4][CH2:5][CH2:6]1. Reactants: ClC1=C(C(=O)O)C=CC=C1 (2-chlorobenzoic acid), C1(CC1)CC(CN)N1CN=C(C=C1)C(F)(F)F (3-cyclopropyl-2-(6-(trifluoromethyl)pyrimidin-3-yl)propan-1-amine). Product: ClC1=C(C(=O)NCC(CC2CC2)N2CN=C(C=C2)C(F)(F)F)C=CC=C1 (2-chloro-N-(3-cyclopropyl-2-(6-(trifluoromethyl)pyrimidin-3-yl)propyl)benzamide). Reaction SMILES: [Cl:1][C:2]1[CH:10]=[CH:9][CH:8]=[CH:7][C:3]=1[C:4]([OH:6])=O.[CH:11]1([CH2:14][CH:15]([N:18]2[CH:23]=[CH:22][C:21]([C:24]([F:27])([F:26])[F:25])=[N:20][CH2:19]2)[CH2:16][NH2:17])[CH2:13][CH2:12]1>>[Cl:1][C:2]1[CH:10]=[CH:9][CH:8]=[CH:7][C:3]=1[C:4]([NH:17][CH2:16][CH:15]([N:18]1[CH:23]=[CH:22][C:21]([C:24]([F:27])([F:26])[F:25])=[N:20][CH2:19]1)[CH2:14][CH:11]1[CH2:13][CH2:12]1)=[O:6]. Procedure: From 2-chlorobenzoic acid and 3-cyclopropyl-2-(6-(trifluoromethyl)pyrimidin-3-yl)propan-1-amine. LCMS (MH+): m/z=384.1, tR (minutes, Method D)=0.76 Reactants: CC(CCCO)=CCCC(=CCCC=C(CCC=C(CCC=C(C)C)C)C)C (4,8,13,17,21-pentamethyl-4,8,12,16,20-docosapentaen-1-ol), C(=C)OCC (ethyl vinyl ether), O (water). The reagents and catalysts are C(C)(=O)[O-].C(C)(=O)[O-].[Hg+2] (Mercury diacetate). Yields the product C(=C)OCCCC(=CCCC(=CCC=CC(CCC=C(CCC=C(C)C)C)C)C)C (4,8,13,17,21-pentamethyl-4,8,11,16,20-docosapentaen-1-ol vinyl ether). Reaction SMILES: [CH3:1][C:2](=[CH:7][CH2:8][CH2:9][C:10]([CH3:28])=[CH:11][CH2:12][CH2:13][CH:14]=[C:15]([CH3:27])[CH2:16][CH2:17][CH:18]=[C:19]([CH3:26])[CH2:20][CH2:21][CH:22]=[C:23]([CH3:25])[CH3:24])[CH2:3][CH2:4][CH2:5][OH:6].O.[CH:30](OCC)=[CH2:31]>C([O-])(=O)C.C([O-])(=O)C.[Hg+2]>[CH:30]([O:6][CH2:5][CH2:4][CH2:3][C:2]([CH3:1])=[CH:7][CH2:8][CH2:9][C:10]([CH3:28])=[CH:11][CH2:12][CH:13]=[CH:14][CH:15]([CH3:27])[CH2:16][CH2:17][CH:18]=[C:19]([CH3:26])[CH2:20][CH2:21][CH:22]=[C:23]([CH3:25])[CH3:24])=[CH2:31] |f:3.4.5|. Procedure: Mercury diacetate (0.33 g, 1.03 mmol) was added to a solution of 4,8,13,17,21-pentamethyl-4,8,12,16,20-docosapentaen-1-ol (2.00 g, 5.17 mmol) in 50 ml of ethyl vinyl ether and the reaction refluxed overnight. The reaction was poured into 350 ml of water and extracted with ether. Theether extracts were washed with brine and dried over magnesium sulfate. Removal of the ether in vacuo gave the crude material which was purified by flash chromatography usin9 95/5 (hexane/ethyl acetate), to give 1.69 ...